This data is from the Open Reaction Database (ORD), a public repository of structured organic reaction records. The task is: describe an organic reaction: reactants, conditions, products, and yield The reactants are CC(N)C(=O)O, O=C(Cl)c1ccc(Cl)cc1, Cl, [K+], [OH-], O. Product: CC(NC(=O)c1ccc(Cl)cc1)C(=O)O. RXN SMILES: [CH3:1][CH:2]([NH2:3])[C:4]([OH:5])=[O:6].[Cl:9][C:10](=[O:11])[c:12]1[cH:13][cH:14][c:15]([Cl:16])[cH:17][cH:18]1.[ClH:19].[K+:8].[OH-:7].[OH2:20]>>[CH3:1][CH:2]([NH:3][C:10](=[O:11])[c:12]1[cH:13][cH:14][c:15]([Cl:16])[cH:17][cH:18]1)[C:4]([OH:5])=[O:6]. Reactants: Cl (hydrochloric acid), COC1=C(C=O)C(=C(C(=C1OC)OC)OC)C (2,3,4,5-tetramethoxy-6-methylbenzaldehyde), [H-].[Al+3].[Li+].[H-].[H-].[H-] (lithium aluminum hydride). The solvent is C(C)OCC (diethyl ether), C(C)OCC (diethyl ether), O (water). Conditions: time 30 minute. The product is COC1=C(C(=C(C(=C1OC)OC)OC)C)CO (2,3,4,5-Tetramethoxy-6-methylphenylmethanol). Isolated yield 93.9%. Reaction SMILES: [H-].[Al+3].[Li+].[H-].[H-].[H-].[CH3:7][O:8][C:9]1[C:16]([O:17][CH3:18])=[C:15]([O:19][CH3:20])[C:14]([O:21][CH3:22])=[C:13]([CH3:23])[C:10]=1[CH:11]=[O:12].Cl>C(OCC)C.O>[CH3:7][O:8][C:9]1[C:16]([O:17][CH3:18])=[C:15]([O:19][CH3:20])[C:14]([O:21][CH3:22])=[C:13]([CH3:23])[C:10]=1[CH2:11][OH:12] |f:0.1.2.3.4.5|. Procedure details: To a suspension of lithium aluminum hydride (2.37 g) in diethyl ether (150 ml) was dropwise added a solution of 2,3,4,5-tetramethoxy-6-methylbenzaldehyde (15.0 g) in diethyl ether (30 ml) with cooling with ice. After the reaction mixture was stirred for 30 min, 10% hydrochloric acid was added to the reaction mixture, which was diluted with water and extracted with ethyl acetate. The organic layer was washed with water and saturated aqueous sodium chloride and dried. The solvent was removed in va... Reactants: S(=O)(Cl)Cl (Thionyl chloride), C(=O)(O)[C@@H]1[C@@H](N(C(C2=CC=CC=C12)=O)CCCCl)C1=CC=C(C=C1)OC (cis-4-Carboxy-N-(3-chloropropyl)-3,4-dihydro-3-(4-methoxyphenyl)-1(2H)isoquinolone), [Cl-].[Al+3].[Cl-].[Cl-] (aluminum chloride). Solvent: C1=CC=CC=C1 (benzene). The product is ClCCCN1C(C=2C=CCCC2C2=C1C=1C=CC(=CC1C2=O)OC)=O (6-(3-Chloropropyl)-5,6-dihydro-9-methoxy-5,11-dioxo-1H-indeno[1,2-c]isoquinoline). Isolated yield 16.9%. RXN SMILES: S(Cl)(Cl)=O.[C:5]([C@H:8]1[C:17]2[C:12](=[CH:13][CH:14]=[CH:15][CH:16]=2)[C:11](=[O:18])[N:10]([CH2:19][CH2:20][CH2:21][Cl:22])[C@H:9]1[C:23]1[CH:28]=[CH:27][C:26]([O:29][CH3:30])=[CH:25][CH:24]=1)(O)=[O:6].[Cl-].[Al+3].[Cl-].[Cl-]>C1C=CC=CC=1>[Cl:22][CH2:21][CH2:20][CH2:19][N:10]1[C:9]2[C:23]3[CH:28]=[CH:27][C:26]([O:29][CH3:30])=[CH:25][C:24]=3[C:5](=[O:6])[C:8]=2[C:17]2[CH2:16][CH2:15][CH:14]=[CH:13][C:12]=2[C:11]1=[O:18] |f:2.3.4.5|. Procedure: Thionyl chloride (2 mL) was added to a solution of cis-4-carboxy-N-(3-chloropropyl)-3,4-dihydro-3-(4-methoxyphenyl)-1(2H)isoquinolone (8a) (0.510 g, 1.364 mmol) in benzene (40 mL). The reaction mixture was heated at reflux for 30 min, allowed to cool to room temperature, and concentrated. The residue was diluted with nitrobenzene (20 mL), chilled in an ice bath, and aluminum chloride (0.364 g, 2.728 mmol) was added. The reaction mixture was removed from the bath and heated at 100° C. for 1.5 h. ...